Dataset: the Open Reaction Database (ORD), a public repository of structured organic reaction records. Task: describe an organic reaction: reactants, conditions, products, and yield Starting materials: C#Cc1cccc(N)c1, CC(C)O, Clc1ncnc2cc3c(cc12)OCO3. Yields the product C#Cc1cccc(Nc2ncnc3cc4c(cc23)OCO4)c1. As a reaction SMILES: [C:15](#[CH:16])[c:17]1[cH:18][c:19]([NH2:20])[cH:21][cH:22][cH:23]1.[CH:24]([OH:25])([CH3:26])[CH3:27].[Cl:1][c:2]1[n:3][cH:4][n:5][c:6]2[cH:7][c:8]3[c:9]([cH:10][c:11]12)[O:12][CH2:13][O:14]3>>[c:2]1([NH:20][c:19]2[cH:18][c:17]([C:15]#[CH:16])[cH:23][cH:22][cH:21]2)[n:3][cH:4][n:5][c:6]2[cH:7][c:8]3[c:9]([cH:10][c:11]12)[O:12][CH2:13][O:14]3. Reactants: FC1=C(OC=2C=CC=C(C2O)C)C=CC=C1 (6-(2-fluorophenoxy)-o-cresol), S(=O)(=O)(OC)OC (dimethyl sulfate). The solvent is [OH-].[K+] (potassium hydroxide). Yields the product COC1=C(C=CC=C1C)OC1=C(C=CC=C1)F (2-fluorophenyl 2-methoxy-3-methylphenyl ether). Isolated yield 80.7%. RXN SMILES: [F:1][C:2]1[CH:16]=[CH:15][CH:14]=[CH:13][C:3]=1[O:4][C:5]1[CH:6]=[CH:7][CH:8]=[C:9]([CH3:12])[C:10]=1[OH:11].S(OC)(O[CH3:21])(=O)=O>[OH-].[K+]>[CH3:21][O:11][C:10]1[C:9]([CH3:12])=[CH:8][CH:7]=[CH:6][C:5]=1[O:4][C:3]1[CH:13]=[CH:14][CH:15]=[CH:16][C:2]=1[F:1] |f:2.3|. Procedure: Aqueous solution (50 ml) of potassium hydroxide (10.4 g) was added portionwise to a mixture of 6-(2-fluorophenoxy)-o-cresol (13.5 g) and dimethyl sulfate (15.5 g) with stirring under ice-cooling, and the mixture was refluxed under heating for an hour. After cooling, the reaction mixture was extracted with n-hexane, and the extract was washed with 10% aqueous sodium hydroxide and water, dried and then evaporated. The residue was purified by column chromatography (silica gel, benzene.n-hexane) to ... Reactants: CN(C)C=O, CCN(C(C)C)C(C)C, O=[N+]([O-])c1cccc([N+](=O)[O-])c1Cl, Cl, Nc1ccc(O)cc1O, C1CCOC1. Yields the product O=[N+]([O-])c1cccc([N+](=O)[O-])c1Nc1ccc(O)cc1O. As a reaction SMILES: [CH3:38][N:39]([CH3:40])[CH:41]=[O:42].[CH:29]([N:30]([CH2:31][CH3:32])[CH:33]([CH3:34])[CH3:35])([CH3:36])[CH3:37].[Cl:1][c:2]1[c:3]([N+:11](=[O:12])[O-:13])[cH:4][cH:5][cH:6][c:7]1[N+:8](=[O:9])[O-:10].[ClH:14].[NH2:15][c:16]1[c:17]([OH:23])[cH:18][c:19]([OH:20])[cH:21][cH:22]1.[O:24]1[CH2:25][CH2:26][CH2:27][CH2:28]1>>[c:2]1([NH:15][c:16]2[c:17]([OH:23])[cH:18][c:19]([OH:20])[cH:21][cH:22]2)[c:3]([N+:11](=[O:12])[O-:13])[cH:4][cH:5][cH:6][c:7]1[N+:8](=[O:9])[O-:10]. Reactants: FC1=CC=C(C=C1)C(=C(C=CC=O)N1N=NN=C1C1=CC=CC=C1)C1=CC=C(C=C1)F (5,5-bis(4-fluorophenyl)-4-(5-phenyl-1H-tetrazol1-yl)-2,4-pentadienal), C(CC(=O)C)(=O)OCC (ethyl acetoacetate), C(CCC)[Li] (n-butyllithium), C(=O)=O.CC(=O)C (dry ice acetone), [NH4+].[Cl-] (NH4Cl), [H-].[Na+] (sodium hydride), C(CC(=O)C)(=O)OCC (ethyl acetoacetate), Cl (HCl). The solvent is O1CCCC1 (tetrahydrofuran), O1CCCC1 (tetrahydrofuran). Run at temperature 0 celsius, time 1 hour. Product: FC1=CC=C(C=C1)C(=C(C=CC(CC(CC(=O)OCC)=O)O)N1N=NN=C1C1=CC=CC=C1)C1=CC=C(C=C1)F (Ethyl 9,9-bis(4-fluorophenyl)-5-hydroxy-8-(5-phenyl-1H-tetrazol-1-yl)-3-oxo-6,8-nonadienoate). The yield is 68.0%. Reaction SMILES: [C:1]([O:7][CH2:8][CH3:9])(=[O:6])[CH2:2][C:3]([CH3:5])=[O:4].[H-].[Na+].C([Li])CCC.C(=O)=O.CC(C)=O.[F:24][C:25]1[CH:30]=[CH:29][C:28]([C:31]([C:48]2[CH:53]=[CH:52][C:51]([F:54])=[CH:50][CH:49]=2)=[C:32]([N:37]2[C:41]([C:42]3[CH:47]=[CH:46][CH:45]=[CH:44][CH:43]=3)=[N:40][N:39]=[N:38]2)[CH:33]=[CH:34][CH:35]=[O:36])=[CH:27][CH:26]=1.Cl.[NH4+].[Cl-]>O1CCCC1>[F:24][C:25]1[CH:30]=[CH:29][C:28]([C:31]([C:48]2[CH:53]=[CH:52][C:51]([F:54])=[CH:50][CH:49]=2)=[C:32]([N:37]2[C:41]([C:42]3[CH:47]=[CH:46][CH:45]=[CH:44][CH:43]=3)=[N:40][N:39]=[N:38]2)[CH:33]=[CH:34][CH:35]([OH:36])[CH2:5][C:3](=[O:4])[CH2:2][C:1]([O:7][CH2:8][CH3:9])=[O:6])=[CH:27][CH:26]=1 |f:1.2,4.5,8.9|. Reported procedure: The dianion of ethyl acetoacetate was generated by adding 0.93 mL (7.3 mmoles) of purified ethyl acetoacetate to a suspension of 0.29 g (60% by weight in oil suspension, 7.3 mmoles) of sodium hydride in tetrahydrofuran (10 mL) at 0° C. under argon followed by the addition of 2.93 mL (7.3 mmoles) of 2.5M n-butyllithium. The orange solution was stirred at 0° C. for one hour then cooled to -80° C. (dry ice-acetone). The dianion solution was added to a solution of 1.01 g (2.4 mmoles) of 5,5-bis(4-fl... Starting materials: FC1=C(C(=CC=C1)[N+](=O)[O-])F (1,2-difluoro-3-nitrobenzene), Cl.C(C)OC(CN)=O (glycine ethyl ester hydrochloride), [F-].[K+] (potassium fluoride), C1COCCOCCOCCOCCOCCO1 (18-crown-6), C(C)(C)N(CC)C(C)C (diisopropylethylamine). Solvent: C(C)#N (acetonitrile). Product: C(C)OC(CNC1=C(C=CC=C1[N+](=O)[O-])F)=O ((2-Fluoro-6-nitrophenylamino)acetic Acid Ethyl Ester). As a reaction SMILES: [F:1][C:2]1[CH:7]=[CH:6][CH:5]=[C:4]([N+:8]([O-:10])=[O:9])[C:3]=1F.Cl.[CH2:13]([O:15][C:16](=[O:19])[CH2:17][NH2:18])[CH3:14].[F-].[K+].C1OCCOCCOCCOCCOCCOC1.C(N(C(C)C)CC)(C)C>C(#N)C>[CH2:13]([O:15][C:16](=[O:19])[CH2:17][NH:18][C:3]1[C:4]([N+:8]([O-:10])=[O:9])=[CH:5][CH:6]=[CH:7][C:2]=1[F:1])[CH3:14] |f:1.2,3.4|. Procedure details: To a solution of 1,2-difluoro-3-nitrobenzene from Example B1 (1.9 g, 12 mmol) in acetonitrile (75 ml) were added glycine ethyl ester hydrochloride (1.7 g, 12 mmol), potassium fluoride (1.2 g, 20 mmol), 18-crown-6 (309 mg, 1.2 mmol) and diisopropylethylamine (4.6 ml, 26 mmol). The mixture was stirred at reflux for 3 h, cooled and evaporated in vacuo. The residue was partitioned between water and EtOAc. The organic layer was washed with brine, filtered and evaporated in vacuo. The residue was puri... The reactants are CC(=O)[O-], CC(=O)[O-], CCOC(=O)C1=Cc2ccc(Br)cc2N=C(C(=O)OC(C)(C)C)C1, CCO, [K+], [K+], [K+], O=C(c1ccc(B(O)O)cc1)N1CCCC1, O=P([O-])([O-])[O-], [Pd+2]. Product: CCOC(=O)C1=Cc2ccc(-c3ccc(C(=O)N4CCCC4)cc3)cc2N=C(C(=O)OC(C)(C)C)C1. Reaction SMILES: [C:49]([O-:50])(=[O:51])[CH3:52].[C:54]([O-:55])(=[O:56])[CH3:57].[CH2:25]([CH3:26])[O:27][C:28](=[O:29])[C:30]1=[CH:31][c:32]2[c:33]([cH:44][c:45]([Br:48])[cH:46][cH:47]2)[N:34]=[C:35]([C:37](=[O:38])[O:39][C:40]([CH3:41])([CH3:42])[CH3:43])[CH2:36]1.[CH3:58][CH2:59][OH:60].[K+:6].[K+:7].[K+:8].[N:9]1([C:14](=[O:15])[c:16]2[cH:17][cH:18][c:19]([B:22]([OH:23])[OH:24])[cH:20][cH:21]2)[CH2:10][CH2:11][CH2:12][CH2:13]1.[P:1]([O-:2])([O-:3])([O-:4])=[O:5].[Pd+2:53]>>[N:9]1([C:14](=[O:15])[c:16]2[cH:17][cH:18][c:19](-[c:45]3[cH:44][c:33]4[c:32]([cH:47][cH:46]3)[CH:31]=[C:30]([C:28]([O:27][CH2:25][CH3:26])=[O:29])[CH2:36][C:35]([C:37](=[O:38])[O:39][C:40]([CH3:41])([CH3:42])[CH3:43])=[N:34]4)[cH:20][cH:21]2)[CH2:10][CH2:11][CH2:12][CH2:13]1. RXN SMILES: [CH3:1][C:2]([C:3](=[O:4])[O:5][CH2:6][n:7]1[c:8](=[O:33])[n:9]([CH2:25][O:26][C:27]([C:28]([CH3:29])([CH3:30])[CH3:31])=[O:32])[c:10]2[n:11][cH:12][n:13](-[c:17]3[c:18]([CH:23]=[O:24])[cH:19][cH:20][cH:21][cH:22]3)[c:14]2[c:15]1=[O:16])([CH3:34])[CH3:35].[CH3:44][N:45]([CH3:46])[CH:47]=[O:48].[CH3:49][CH2:50][O:51][C:52](=[O:53])[CH3:54].[Cl:36][N:37]1[C:38](=[O:39])[CH2:40][CH2:41][C:42]1=[O:43]>>[CH3:1][C:2]([C:3](=[O:4])[O:5][CH2:6][n:7]1[c:8](=[O:33])[n:9]([CH2:25][O:26][C:27]([C:28]([CH3:29])([CH3:30])[CH3:31])=[O:32])[c:10]2[n:11][c:12]([Cl:36])[n:13](-[c:17]3[c:18]([CH:23]=[O:24])[cH:19][cH:20][cH:21][cH:22]3)[c:14]2[c:15]1=[O:16])([CH3:34])[CH3:35]. The reactants are CC(C)(C)C(=O)OCn1c(=O)c2c(ncn2-c2ccccc2C=O)n(COC(=O)C(C)(C)C)c1=O, CN(C)C=O, CCOC(C)=O, O=C1CCC(=O)N1Cl. Product: CC(C)(C)C(=O)OCn1c(=O)c2c(nc(Cl)n2-c2ccccc2C=O)n(COC(=O)C(C)(C)C)c1=O. Starting materials: CC1(OC2=CC=C(C=C2C(C1O)C=1C(N(C=CC1)CC1=CC=CC=C1)=O)C#N)C (2,2-dimethyl-4-(1-benzyl-1,2-dihydro-2-oxo-3-pyridyl)-6-cyano-3-chromanol), P(O)(O)(O)=O (phosphoric acid). Yields the product CC1(OC2=CC=C(C=C2C(C1O)C=1C(N(C=CC1)CC1=CC=CC=C1)=O)C(N)=O)C (2,2-dimethyl-4- (1-benzyl-1,2-dihydro-2-oxo-3-pyridyl)-6-carbamoyl -3-chromanol). As a reaction SMILES: [CH3:1][C:2]1([CH3:29])[CH:11]([OH:12])[CH:10]([C:13]2[C:14](=[O:26])[N:15]([CH2:19][C:20]3[CH:25]=[CH:24][CH:23]=[CH:22][CH:21]=3)[CH:16]=[CH:17][CH:18]=2)[C:9]2[C:4](=[CH:5][CH:6]=[C:7]([C:27]#[N:28])[CH:8]=2)[O:3]1.P(=O)(O)(O)[OH:31]>>[CH3:1][C:2]1([CH3:29])[CH:11]([OH:12])[CH:10]([C:13]2[C:14](=[O:26])[N:15]([CH2:19][C:20]3[CH:21]=[CH:22][CH:23]=[CH:24][CH:25]=3)[CH:16]=[CH:17][CH:18]=2)[C:9]2[C:4](=[CH:5][CH:6]=[C:7]([C:27](=[O:31])[NH2:28])[CH:8]=2)[O:3]1. Procedure details: A mixture of 1 g of 2,2-dimethyl-4-(1-benzyl-1,2-dihydro-2-oxo-3-pyridyl)-6-cyano-3-chromanol and 10 ml of 85 percent phosphoric acid is warmed to 100° for 2 hours. After cooling and working up in the customary manner, there is obtained 2,2-dimethyl-4- (1-benzyl-1,2-dihydro-2-oxo-3-pyridyl)-6-carbamoyl -3-chromanol, m.p. 230°-235°. Reactants: OCc1ccc2cc(F)cc(Br)c2n1, CS(C)=O, ClCCl, O, O=S(=O)([O-])[O-], c1cc[nH+]cc1, c1cc[nH+]cc1. Yields the product O=Cc1ccc2cc(F)cc(Br)c2n1. Reaction SMILES: [Br:1][c:2]1[cH:3][c:4]([F:14])[cH:5][c:6]2[cH:7][cH:8][c:9]([CH2:12][OH:13])[n:10][c:11]12.[CH3:15][S:16]([CH3:17])=[O:18].[Cl:37][CH2:38][Cl:39].[OH2:36].[S:19]([O-:20])([O-:21])(=[O:22])=[O:23].[nH+:24]1[cH:25][cH:26][cH:27][cH:28][cH:29]1.[nH+:30]1[cH:31][cH:32][cH:33][cH:34][cH:35]1>>[Br:1][c:2]1[cH:3][c:4]([F:14])[cH:5][c:6]2[cH:7][cH:8][c:9]([CH:12]=[O:13])[n:10][c:11]12.